The task is: describe an organic reaction: reactants, conditions, products, and yield. This data is from the Open Reaction Database (ORD), a public repository of structured organic reaction records. Starting materials: OC1C(C(CC1OC1OCCCC1)C=CC(CCCCC)O)CCCCCCC(=O)O (7-[2-hydroxy-5-(3-hydroxyoct-1enyl)-3-(2-tetrahydropyranyloxy)cyclopentyl]heptanoic acid), Cl (hydrochloric acid). Solvent: C(C)O (ethanol). Conditions: time 8 hour. Yields the product OC1C(C(CC1O)C=CC(CCCCC)O)CCCCCCC(=O)O (7-[2,3-dihydroxy-5-(3-hydroxyoct-1-enyl)cyclopentyl]heptanoic acid). The yield is 3.6%. RXN SMILES: [OH:1][CH:2]1[CH:6]([O:7]C2CCCCO2)[CH2:5][CH:4]([CH:14]=[CH:15][CH:16]([OH:22])[CH2:17][CH2:18][CH2:19][CH2:20][CH3:21])[CH:3]1[CH2:23][CH2:24][CH2:25][CH2:26][CH2:27][CH2:28][C:29]([OH:31])=[O:30].Cl>C(O)C>[OH:1][CH:2]1[CH:6]([OH:7])[CH2:5][CH:4]([CH:14]=[CH:15][CH:16]([OH:22])[CH2:17][CH2:18][CH2:19][CH2:20][CH3:21])[CH:3]1[CH2:23][CH2:24][CH2:25][CH2:26][CH2:27][CH2:28][C:29]([OH:31])=[O:30]. Procedure: A mixture of 7-[2-hydroxy-5-(3-hydroxyoct-1enyl)-3-(2-tetrahydropyranyloxy)cyclopentyl]heptanoic acid [0.34 g.; prepared as described above in Example 2(h)], ethanol (10 ml.), N aqueous hydrochloric acid (10 ml.) and a cation exchange resin [Dowex resin AG50W-X 8H+ (1.0 g.)] was stirred at 60°-62° C. for 8 hours. The mixture was filtered and the solid was washed with ethanol. The combined filtrate and washings were concentrated in vacuo to remove most of the ethanol, and the residue was extracte...